From a dataset of the Open Reaction Database (ORD), a public repository of structured organic reaction records. describe an organic reaction: reactants, conditions, products, and yield Starting materials: CC(C)(C)[Si](O[C@H](C(=O)O[Si](C)(C)C(C)(C)C)CC1=CC=CC=C1)(C)C ((1,1-dimethylethyl)dimethylsilyl (2S)-2-((1,1-dimethylethyl)dimethylsilyloxy)-3-phenylpropanoate), solution, C(C(=O)Cl)(=O)Cl (oxalyl chloride). The reagents and catalysts are CN(C=O)C (N,N-dimethylformamide). The solvent is C(Cl)Cl (methylene chloride), C(Cl)Cl (methylene chloride). Reaction conditions: time 18 hour. The product is CC(C)(C)[Si](O[C@H](C(=O)Cl)CC1=CC=CC=C1)(C)C ((2S)-2-((1,1-Dimethylethyl)dimethylsilyloxy)-3-phenylpropanoyl chloride). Isolated yield 80.0%. Reaction SMILES: [CH3:1][C:2]([Si:5]([CH3:26])([CH3:25])[O:6][C@@H:7]([CH2:18][C:19]1[CH:24]=[CH:23][CH:22]=[CH:21][CH:20]=1)[C:8](O[Si](C(C)(C)C)(C)C)=[O:9])([CH3:4])[CH3:3].C(Cl)(=O)C([Cl:30])=O>CN(C)C=O.C(Cl)Cl>[CH3:1][C:2]([Si:5]([CH3:26])([CH3:25])[O:6][C@@H:7]([CH2:18][C:19]1[CH:24]=[CH:23][CH:22]=[CH:21][CH:20]=1)[C:8]([Cl:30])=[O:9])([CH3:4])[CH3:3]. Reported procedure: To a solution of 21.0 g (53 mmol) of (1,1-dimethylethyl)-dimethylsilyl (2S)-2-((1,1-dimethylethyl)dimethylsilyloxy)-3-phenylpropanoate (3) and five drops of N,N-dimethylformamide in methylene chloride at 0° C. was added 29.3 mL (59 mmol) of a 2.0M solution of oxalyl chloride in methylene chloride over a 30 min period. The cooling bath was removed and the reaction mixture was allowed to stir at room temperature for 18 hours. The solvent and excess oxalyl chloride were removed by rotary evaporatio... The reactants are Cc1nc(Cl)c2c(C)cn(-c3c(C)cc(Br)cc3C)c2n1, CCO, CCN(C(C)C)C(C)C, [Na+], OCCC1CCNCC1, O=C([O-])O. Yields the product Cc1nc(N2CCC(CCO)CC2)c2c(C)cn(-c3c(C)cc(Br)cc3C)c2n1. RXN SMILES: [Br:1][c:2]1[cH:3][c:4]([CH3:21])[c:5](-[n:9]2[cH:10][c:11]([CH3:20])[c:12]3[c:13]2[n:14][c:15]([CH3:19])[n:16][c:17]3[Cl:18])[c:6]([CH3:8])[cH:7]1.[CH3:45][CH2:46][OH:47].[CH:31]([N:32]([CH2:33][CH3:34])[CH:35]([CH3:36])[CH3:37])([CH3:38])[CH3:39].[Na+:40].[OH:22][CH2:23][CH2:24][CH:25]1[CH2:26][CH2:27][NH:28][CH2:29][CH2:30]1.[OH:41][C:42](=[O:43])[O-:44]>>[Br:1][c:2]1[cH:3][c:4]([CH3:21])[c:5](-[n:9]2[cH:10][c:11]([CH3:20])[c:12]3[c:13]2[n:14][c:15]([CH3:19])[n:16][c:17]3[N:28]2[CH2:27][CH2:26][CH:25]([CH2:24][CH2:23][OH:22])[CH2:30][CH2:29]2)[c:6]([CH3:8])[cH:7]1. Solvent: C1(=CC=CC=C1)C (toluene), C1(=CC=CC=C1)C (toluene). Yield: 86.0%. Reported procedure: To a stirred solution of 2-amino-N-[2-(2,4-dichlorophenyl)ethyl]-4-nitrobenzamide (1.0 g, 2.82 mmol) in toluene (30 mL) was added a 1.9 M solution of phosgene in toluene (4.5 mL, 8.5 mmol). The reaction mixture was heated to 60° C. and stirred for 4 hours. The solvent was removed under reduced pressure and CH2Cl2 was added to the residue. The precipitate was collected via vacuum filtration and washed with CH2Cl2 to give the product (0.92 g, 86% yield) as a white solid. HPLC retention time: 3.28 ... Reaction SMILES: [NH2:1][C:2]1[CH:20]=[C:19]([N+:21]([O-:23])=[O:22])[CH:18]=[CH:17][C:3]=1[C:4]([NH:6][CH2:7][CH2:8][C:9]1[CH:14]=[CH:13][C:12]([Cl:15])=[CH:11][C:10]=1[Cl:16])=[O:5].[C:24](Cl)(Cl)=[O:25]>C1(C)C=CC=CC=1>[Cl:16][C:10]1[CH:11]=[C:12]([Cl:15])[CH:13]=[CH:14][C:9]=1[CH2:8][CH2:7][N:6]1[C:4](=[O:5])[C:3]2[C:2](=[CH:20][C:19]([N+:21]([O-:23])=[O:22])=[CH:18][CH:17]=2)[NH:1][C:24]1=[O:25]. Conditions: temperature 60 celsius, time 4 hour. The reactants are NC1=C(C(=O)NCCC2=C(C=C(C=C2)Cl)Cl)C=CC(=C1)[N+](=O)[O-] (2-amino-N-[2-(2,4-dichlorophenyl)ethyl]-4-nitrobenzamide), solution, C(=O)(Cl)Cl (phosgene). Yields the product ClC1=C(C=CC(=C1)Cl)CCN1C(NC2=CC(=CC=C2C1=O)[N+](=O)[O-])=O (3-[2-(2,4-Dichlorophenyl)ethyl]-7-nitro-2,4(1H,3H)-quinazolinedione). Reactants: C1CCOC1, Cc1ccccc1C(=O)c1ccc(Nc2ccccc2CCNCC2COC(C)(C)O2)cc1Cl, Cl, [Na+], O=C([O-])O. Yields the product Cc1ccccc1C(=O)c1ccc(Nc2ccccc2CCNCC(O)CO)cc1Cl. As a reaction SMILES: [CH2:41]1[O:42][CH2:43][CH2:44][CH2:45]1.[Cl:1][c:2]1[c:3]([C:26](=[O:27])[c:28]2[c:29]([CH3:34])[cH:30][cH:31][cH:32][cH:33]2)[cH:4][cH:5][c:6]([NH:8][c:9]2[c:10]([CH2:15][CH2:16][NH:17][CH2:18][CH:19]3[O:20][C:21]([CH3:24])([CH3:25])[O:22][CH2:23]3)[cH:11][cH:12][cH:13][cH:14]2)[cH:7]1.[ClH:40].[Na+:39].[O-:35][C:36]([OH:37])=[O:38]>>[Cl:1][c:2]1[c:3]([C:26](=[O:27])[c:28]2[c:29]([CH3:34])[cH:30][cH:31][cH:32][cH:33]2)[cH:4][cH:5][c:6]([NH:8][c:9]2[c:10]([CH2:15][CH2:16][NH:17][CH2:18][CH:19]([OH:20])[CH2:23][OH:22])[cH:11][cH:12][cH:13][cH:14]2)[cH:7]1. Procedure: A solution of 1-phenylurea (2.0 g, 14.69 mmol) and ethyl 3-bromo-2-oxopropanoate (2.16 ml, 14.69 mmol) in DMF (58 ml) was heated at 60° C. for 3 hours. The reaction mixture was allowed to cool to rt and quenched with water (300 ml)/Na2CO3-solution (50 ml). The product was extracted with EA (2×). The combined organic phases were washed with brine, dried over Na2SO4, filtered and evaporated under reduced pressure to afford crude product. Purification by flash-chromatography (Silica gel 62 g, gradi... Reactants: C1(=CC=CC=C1)NC(=O)N (1-phenylurea), BrCC(C(=O)OCC)=O (ethyl 3-bromo-2-oxopropanoate). Product: C1(=CC=CC=C1)NC=1OC=C(N1)C(=O)OCC (Ethyl 2-(phenylamino)oxazole-4-carboxylate). Reaction SMILES: [C:1]1([NH:7][C:8]([NH2:10])=[O:9])[CH:6]=[CH:5][CH:4]=[CH:3][CH:2]=1.Br[CH2:12][C:13](=O)[C:14]([O:16][CH2:17][CH3:18])=[O:15]>CN(C=O)C>[C:1]1([NH:7][C:8]2[O:9][CH:12]=[C:13]([C:14]([O:16][CH2:17][CH3:18])=[O:15])[N:10]=2)[CH:6]=[CH:5][CH:4]=[CH:3][CH:2]=1. The solvent is CN(C)C=O (DMF). The solvent is O1CCOCC1 (dioxane). Yields the product C12CNCCC2CN1C1=NC2=CC=CC=C2N=C1 (2-(3,8-Diaza-bicyclo[4.2.0]oct-8-yl)-quinoxaline). As a reaction SMILES: C(OC([N:8]1[CH2:15][CH2:14][CH:13]2[CH:10]([N:11]([C:16]3[CH:25]=[N:24][C:23]4[C:18](=[CH:19][CH:20]=[CH:21][CH:22]=4)[N:17]=3)[CH2:12]2)[CH2:9]1)=O)(C)(C)C.FC(F)(F)C(O)=O>O1CCOCC1>[CH:10]12[N:11]([C:16]3[CH:25]=[N:24][C:23]4[C:18](=[CH:19][CH:20]=[CH:21][CH:22]=4)[N:17]=3)[CH2:12][CH:13]1[CH2:14][CH2:15][NH:8][CH2:9]2. The reactants are C(C)(C)(C)OC(=O)N1CC2N(CC2CC1)C1=NC2=CC=CC=C2N=C1 (8-quinoxalin-2-yl-3,8-diaza-bicyclo[4.2.0]octane-3-carboxylic acid tert-butyl ester), FC(C(=O)O)(F)F (trifluoro acetic acid). Conditions: time 16 hour. Procedure: To a solution of 8-quinoxalin-2-yl-3,8-diaza-bicyclo[4.2.0]octane-3-carboxylic acid tert-butyl ester (1.84 g, 5.40 mmol) in dioxane (30 mL) was added trifluoro acetic acid (8.0 mL). The reaction mixture was stirred at rt for 16 h. The solvent and excess trifluoro acetic acid were removed under reduced pressure. The crude product was purified on HPLC (Agilent, basic system) to yield the title compound (925 mg, 72%). MS (ESI) mass calcd. for C14H16N4, 240.3; m/z found, 241.2 [M+H]+. 1H NMR (CDCl3)... The yield is 71.3%.